Dataset: the Open Reaction Database (ORD), a public repository of structured organic reaction records. Task: describe an organic reaction: reactants, conditions, products, and yield The reactants are C[Si](C)(C)N=C=O, Nc1ccc(Oc2ccc(-c3c[nH]c(COc4ccccc4)n3)cc2)cc1, C1CCOC1. Yields the product NC(=O)Nc1ccc(Oc2ccc(-c3c[nH]c(COc4ccccc4)n3)cc2)cc1. Reaction SMILES: [CH3:28][Si:29]([CH3:30])([CH3:31])[N:32]=[C:33]=[O:34].[O:1]([c:2]1[cH:3][cH:4][cH:5][cH:6][cH:7]1)[CH2:8][c:9]1[nH:10][cH:11][c:12](-[c:14]2[cH:15][cH:16][c:17]([O:18][c:19]3[cH:20][cH:21][c:22]([NH2:23])[cH:24][cH:25]3)[cH:26][cH:27]2)[n:13]1.[O:35]1[CH2:36][CH2:37][CH2:38][CH2:39]1>>[O:1]([c:2]1[cH:3][cH:4][cH:5][cH:6][cH:7]1)[CH2:8][c:9]1[nH:10][cH:11][c:12](-[c:14]2[cH:15][cH:16][c:17]([O:18][c:19]3[cH:20][cH:21][c:22]([NH:23][C:33]([NH2:32])=[O:34])[cH:24][cH:25]3)[cH:26][cH:27]2)[n:13]1. Starting materials: CC(=O)Nc1ccc(Sc2c(N)cc(C(=O)O)cc2S(N)(=O)=O)cc1, ClCc1ccccc1, [Na+], [OH-], O. Product: CC(=O)Nc1ccc(Sc2c(NCc3ccccc3)cc(C(=O)O)cc2S(N)(=O)=O)cc1. RXN SMILES: [C:1]([CH3:2])(=[O:3])[NH:4][c:5]1[cH:6][cH:7][c:8]([S:11][c:12]2[c:13]([NH2:25])[cH:14][c:15]([C:16](=[O:17])[OH:18])[cH:19][c:20]2[S:21]([NH2:22])(=[O:23])=[O:24])[cH:9][cH:10]1.[CH2:28]([c:29]1[cH:30][cH:31][cH:32][cH:33][cH:34]1)[Cl:35].[Na+:27].[OH-:26].[OH2:36]>>[C:1]([CH3:2])(=[O:3])[NH:4][c:5]1[cH:6][cH:7][c:8]([S:11][c:12]2[c:13]([NH:25][CH2:28][c:29]3[cH:30][cH:31][cH:32][cH:33][cH:34]3)[cH:14][c:15]([C:16](=[O:17])[OH:18])[cH:19][c:20]2[S:21]([NH2:22])(=[O:23])=[O:24])[cH:9][cH:10]1. The reactants are [Si](C)(C)(C(C)(C)C)OCC1=CC=CC(=N1)C=CC(=O)OCC (Ethyl 3-[6-(t-butyldimethylsilanyloxymethyl)pyridin-2-yl]acrylate). The reagents and catalysts are [Pt](=O)=O (platinum dioxide). Solvent: C(C)O (ethanol). Conditions: time 5 hour. Product: [Si](C)(C)(C(C)(C)C)OCC1=CC=CC(=N1)CCC(=O)OCC (ethyl 3-[6-(t-butyldimethylsilanyloxymethyl)pyridin-2-yl]propionate). Isolated yield 92.4%. Reaction SMILES: [Si:1]([O:8][CH2:9][C:10]1[N:15]=[C:14]([CH:16]=[CH:17][C:18]([O:20][CH2:21][CH3:22])=[O:19])[CH:13]=[CH:12][CH:11]=1)([C:4]([CH3:7])([CH3:6])[CH3:5])([CH3:3])[CH3:2]>C(O)C.[Pt](=O)=O>[Si:1]([O:8][CH2:9][C:10]1[N:15]=[C:14]([CH2:16][CH2:17][C:18]([O:20][CH2:21][CH3:22])=[O:19])[CH:13]=[CH:12][CH:11]=1)([C:4]([CH3:7])([CH3:6])[CH3:5])([CH3:3])[CH3:2]. Reported procedure: Ethyl 3-[6-(t-butyldimethylsilanyloxymethyl)pyridin-2-yl]acrylate (5.45 g) was dissolved in 100 mL of ethanol, and 200 mg of platinum dioxide was added to the solution, and then the mixture was stirred under atmospheric hydrogen pressure at room temperature for 5 hours. After the purge with nitrogen, the catalyst was filtrated off, and the solvent was removed to provide 5.07 g of ethyl 3-[6-(t-butyldimethylsilanyloxymethyl)pyridin-2-yl]propionate as a pale yellow oil. Starting materials: CCOP(=O)(CC(O)Cc1ccc(F)c(C)c1)OCC, ClCCl. Product: CCOP(=O)(CC(=O)Cc1ccc(F)c(C)c1)OCC. Reaction SMILES: [CH2:1]([CH3:2])[O:3][P:4]([O:5][CH2:6][CH3:7])(=[O:8])[CH2:9][CH:10]([CH2:11][c:12]1[cH:13][c:14]([CH3:19])[c:15]([F:18])[cH:16][cH:17]1)[OH:20].[Cl:21][CH2:22][Cl:23]>>[CH2:1]([CH3:2])[O:3][P:4]([O:5][CH2:6][CH3:7])(=[O:8])[CH2:9][C:10]([CH2:11][c:12]1[cH:13][c:14]([CH3:19])[c:15]([F:18])[cH:16][cH:17]1)=[O:20]. The reactants are CCN=C=O, NS(=O)(=O)c1ccc2c(c1)CCNCC2, CN(C)C=O. The product is CCNC(=O)N1CCc2ccc(S(N)(=O)=O)cc2CC1. RXN SMILES: [CH2:16]([CH3:17])[N:18]=[C:19]=[O:20].[CH2:1]1[CH2:2][NH:3][CH2:4][CH2:5][c:6]2[c:7]1[cH:8][cH:9][c:10]([S:12](=[O:13])(=[O:14])[NH2:15])[cH:11]2.[CH3:21][N:22]([CH3:23])[CH:24]=[O:25]>>[CH2:1]1[CH2:2][N:3]([C:19]([NH:18][CH2:16][CH3:17])=[O:20])[CH2:4][CH2:5][c:6]2[c:7]1[cH:8][cH:9][c:10]([S:12](=[O:13])(=[O:14])[NH2:15])[cH:11]2. The reactants are BrC=1C2=C(NC1C(=O)OC)CCC2CCC2=CC=CC=C2 (methyl 3-bromo-4-phenethyl-1,4,5,6-tetrahydrocyclopenta[b]pyrrole-2-carboxylate), O.[OH-].[Li+] (lithium hydroxide monohydrate), CO (methanol). The solvent is C1CCOC1 (THF). Product: BrC=1C2=C(NC1C(=O)O)CCC2CCC2=CC=CC=C2 (3-bromo-4-phenethyl-1,4,5,6-tetrahydrocyclopenta[b]pyrrole-2-carboxylic acid). RXN SMILES: [Br:1][C:2]1[C:3]2[CH:13]([CH2:14][CH2:15][C:16]3[CH:21]=[CH:20][CH:19]=[CH:18][CH:17]=3)[CH2:12][CH2:11][C:4]=2[NH:5][C:6]=1[C:7]([O:9]C)=[O:8].O.[OH-].[Li+].CO>C1COCC1>[Br:1][C:2]1[C:3]2[CH:13]([CH2:14][CH2:15][C:16]3[CH:17]=[CH:18][CH:19]=[CH:20][CH:21]=3)[CH2:12][CH2:11][C:4]=2[NH:5][C:6]=1[C:7]([OH:9])=[O:8] |f:1.2.3|. Procedure: The title compound was synthesized from methyl 3-bromo-4-phenethyl-1,4,5,6-tetrahydrocyclopenta[b]pyrrole-2-carboxylate (68 mg, 0.20 mmol) and lithium hydroxide monohydrate (33 mg, 0.78 mmol in 3 mL water), according to General Procedure 7. A 1:1 mixture of methanol (MeOH) and THF (6 mL) was used. The resulting product was purified by flash chromatography (Isco CombiFlash) eluting with a gradient of 0-80% EtOAc/Heptane to the title compound. 37 mg. 1H NMR (400 MHz, METHANOL-d4) δ ppm 1.68-1.80 (... Starting materials: Cl (hydrochloride), NC1=C(C=C(C=C1C#N)C(CNC(C)CC)=O)C#N (4'-amino-2-sec.butylamino-3',5'-dicyano-acetophenone). Yields the product NC1=C(C=C(C=C1C#N)C(CNC(C)CC)O)C#N (1-(4'-Amino-3',5'-dicyano-phenyl)-2-sec.butylamino-ethanol). RXN SMILES: Cl.[NH2:2][C:3]1[C:8]([C:9]#[N:10])=[CH:7][C:6]([C:11](=[O:18])[CH2:12][NH:13][CH:14]([CH2:16][CH3:17])[CH3:15])=[CH:5][C:4]=1[C:19]#[N:20]>>[NH2:2][C:3]1[C:4]([C:19]#[N:20])=[CH:5][C:6]([CH:11]([OH:18])[CH2:12][NH:13][CH:14]([CH2:16][CH3:17])[CH3:15])=[CH:7][C:8]=1[C:9]#[N:10]. Procedure details: m.p. of the hydrochloride: 197°-199° C., was prepared from 4'-amino-2-sec.butylamino-3',5'-dicyano-acetophenone analogous to Example 48. Reactants: [N+](=O)(O)[O-] (Nitric acid), C(C)OC(C1=CC(=CC=C1)N)=O (3-amino benzoic acid ethyl ester), N#CN (cyanamide). The solvent is C(C)O (ethanol). The product is N(=O)O.C(C)OC(=O)C=1C=C(C=CC1)NC(=N)N (3-ethoxycarbonyl-phenyl-guanidine nitrite). As a reaction SMILES: [N+:1]([O-])([OH:3])=[O:2].[CH2:5]([O:7][C:8](=[O:16])[C:9]1[CH:14]=[CH:13][CH:12]=[C:11]([NH2:15])[CH:10]=1)[CH3:6].[N:17]#[C:18][NH2:19]>C(O)C>[N:1]([OH:3])=[O:2].[CH2:5]([O:7][C:8]([C:9]1[CH:10]=[C:11]([NH:15][C:18]([NH2:19])=[NH:17])[CH:12]=[CH:13][CH:14]=1)=[O:16])[CH3:6] |f:4.5|. Procedure details: Nitric acid (70%, 6.66 mL) is added to a mixture of 3-amino benzoic acid ethyl ester (17.21 g, 104 mmol) and cyanamide (50% in water, 12.1 mL, 156 mmol) in 50 mL of ethanol. The reaction mixture is heated for 24 hours under reflux. It is then cooled to room temperature and filtered. The solid is washed with water, ether and dried to give 3-ethoxycarbonyl-phenyl-guanidine nitrite as a gray solid; ESI-MS (m/z): 208.1 (M+-HNO3+H). The reactants are Cl.N1=C(C=CC=C1)N(C(=O)C1=CC2=C(N(C(=N2)CN(C)C2=CC=C(C=C2)C(N)=N)C)C=C1)CCC(=O)OCC (1-methyl-2-[N-(4-amidinophenyl)-N-methylaminomethyl]benzimidazol-5-yl-carboxylic acid-N-(2-pyridyl)-N-(2-ethoxycarbonylethyl)amide hydrochloride), [OH-].[Na+] (sodium hydroxide), C26H27N7O3. Yields the product N1=C(C=CC=C1)N(C(=O)C1=CC2=C(N(C(=N2)CN(C)C2=CC=C(C=C2)C(N)=N)C)C=C1)CCC(=O)O (1-Methyl-2-[N-(4-amidinophenyl)-N-methylaminomethyl]benzimidazol-5-yl-carboxylic acid-N-(2-pyridyl)-N-(2-hydroxycarbonylethyl)amide). Yield: 66.0%. As a reaction SMILES: Cl.[N:2]1[CH:7]=[CH:6][CH:5]=[CH:4][C:3]=1[N:8]([CH2:33][CH2:34][C:35]([O:37]CC)=[O:36])[C:9]([C:11]1[CH:32]=[CH:31][C:14]2[N:15]([CH3:30])[C:16]([CH2:18][N:19]([C:21]3[CH:26]=[CH:25][C:24]([C:27](=[NH:29])[NH2:28])=[CH:23][CH:22]=3)[CH3:20])=[N:17][C:13]=2[CH:12]=1)=[O:10].[OH-].[Na+]>>[N:2]1[CH:7]=[CH:6][CH:5]=[CH:4][C:3]=1[N:8]([CH2:33][CH2:34][C:35]([OH:37])=[O:36])[C:9]([C:11]1[CH:32]=[CH:31][C:14]2[N:15]([CH3:30])[C:16]([CH2:18][N:19]([C:21]3[CH:26]=[CH:25][C:24]([C:27](=[NH:28])[NH2:29])=[CH:23][CH:22]=3)[CH3:20])=[N:17][C:13]=2[CH:12]=1)=[O:10] |f:0.1,2.3|. Reported procedure: Prepared analogously to Example 26 from 1-methyl-2-[N-(4-amidinophenyl)-N-methylaminomethyl]benzimidazol-5-yl-carboxylic acid-N-(2-pyridyl)-N-(2-ethoxycarbonylethyl)amide hydrochloride and sodium hydroxide solution. Yield: 66% of theory, C26H27N7O3 (485.6); EKA mass spectrum: (M+H)+=486; (M+Na)+=508; (M+2Na)++=265.6.